Dataset: the Open Reaction Database (ORD), a public repository of structured organic reaction records. Task: describe an organic reaction: reactants, conditions, products, and yield Starting materials: C(#C)C=1C=C(C=CC1)OC (3-ethynylanisole), BrC#CC(C)(C)O (1-bromo-3-hydroxy-3-methyl-1-butyne). The reagents and catalysts are [Cu]Cl (copper (I) chloride). The solvent is C(C)(C)N (isopropylamine), CO (methanol). Conditions: time 10 minute. The product is OC(C#CC#CC1=CC(=CC=C1)OC)(C)C (5-hydroxy-5-methyl-1-(3-methoxyphenyl)hexane-1,3-diyne). Yield: 74.8%. Reaction SMILES: [C:1]([C:3]1[CH:4]=[C:5]([O:9][CH3:10])[CH:6]=[CH:7][CH:8]=1)#[CH:2].Br[C:12]#[C:13][C:14]([OH:17])([CH3:16])[CH3:15]>C(N)(C)C.CO.[Cu]Cl>[OH:17][C:14]([CH3:16])([CH3:15])[C:13]#[C:12][C:2]#[C:1][C:3]1[CH:8]=[CH:7][CH:6]=[C:5]([O:9][CH3:10])[CH:4]=1. Procedure details: 50 mg of copper (I) chloride were dissolved in a mixture of 10 ml of isopropylamine and 15 ml of methanol in an atmosphere of argon, and 660 mg of 3-ethynylanisole were then added to the reaction mixture, followed by stirring at room temperature for 10 minutes. 1300 mg of 1-bromo-3-hydroxy-3-methyl-1-butyne were then dropwisely added to the solution over a time of about 2 hours, followed by stirring at room temperature for 2 hours. The solvent was then evaporated from the reaction mixture, and t...